Dataset: the Open Reaction Database (ORD), a public repository of structured organic reaction records. Task: describe an organic reaction: reactants, conditions, products, and yield Yields the product NOCC=1C=C(C#N)C=CC1 (3-Aminooxymethyl-benzonitrile). As a reaction SMILES: [OH:1][N:2]1C(=O)C2=CC=CC=C2C1=O.Br[CH2:14][C:15]1[CH:16]=[C:17]([CH:20]=[CH:21][CH:22]=1)[C:18]#[N:19]>>[NH2:2][O:1][CH2:14][C:15]1[CH:16]=[C:17]([CH:20]=[CH:21][CH:22]=1)[C:18]#[N:19]. Reactants: ON1C(C=2C(C1=O)=CC=CC2)=O (N-hydroxyphthalimide), BrCC=1C=C(C#N)C=CC1 (3-bromomethyl-benzonitrile). Procedure: Prepared by a similar procedure as described for preparation 15, starting from N-hydroxyphthalimide and 3-bromomethyl-benzonitrile. 13C-NMR (CDCl3) δ 139.5, 132.5, 131.7, 131.5, 129.2, 118.7, 112.6, 76.5. The reactants are IC1=C(C(=O)O)C=CC=C1 (2-iodobenzoic acid), N1N=NC=C1 (1,2,3-triazole), C(=O)([O-])[O-].[Cs+].[Cs+] (Cs2CO3), CN[C@H]1[C@@H](CCCC1)NC (trans-N,N′-dimethylcyclohexane-1,2-diamine). Reagents/catalysts: [Cu]I (CuI). Solvent: CN(C)C=O (DMF), CCOC(=O)C (EtOAc). Conditions: temperature 120 celsius. Product: CC=1C=CC(=C(C(=O)O)C1)N1N=CC=N1 (5-methyl-2-(2H-1,2,3-triazol-2-yl)benzoic acid). As a reaction SMILES: I[C:2]1[CH:10]=[CH:9][CH:8]=[CH:7][C:3]=1[C:4]([OH:6])=[O:5].[NH:11]1[CH:15]=[CH:14][N:13]=[N:12]1.[C:16]([O-])([O-])=O.[Cs+].[Cs+].CN[C@@H]1CCCC[C@H]1NC>CN(C=O)C.CCOC(C)=O.[Cu]I>[CH3:16][C:8]1[CH:9]=[CH:10][C:2]([N:12]2[N:13]=[CH:14][CH:15]=[N:11]2)=[C:3]([CH:7]=1)[C:4]([OH:6])=[O:5] |f:2.3.4|. Reported procedure: A solution of 2-iodobenzoic acid (3.0 g, 12.09 mmol) in DMF was treated with 1,2,3-triazole (1.5 g, 21.7 mmol), Cs2CO3 (7.08 g, 21.7 mmol), CuI (114 mg, 0.60 mmol), and trans-N,N′-dimethylcyclohexane-1,2-diamine (310 mg, 2.17 mmol). The mixture was heated at 120° C. for 10 min in a microwave reactor. The reaction was cooled to room temperature, diluted with EtOAc, and filtered through Celite®. The residue was purified by gradient elution on SiO2 (0 to 10% MeOH/DCM with 0.1% AcOH) to provide the ...